Dataset: the Open Reaction Database (ORD), a public repository of structured organic reaction records. Task: describe an organic reaction: reactants, conditions, products, and yield Starting materials: C(#N)C1=C(C=CC=C1)C1=CC=C(C=C1)C (2-cyano-4'-methylbiphenyl), C[Sn](C)(C)N=[N+]=[N-] (trimethyltin azide). Solvent: C1(=CC=CC=C1)C (toluene). Reaction conditions: temperature 70 celsius. Product: C[Sn](N1N=NN=C1C1=C(C=CC=C1)C1=CC=C(C=C1)C)(C)C (N-Trimethylstannyl-5-(4'-methylbiphenyl-2-yl)tetrazole). As a reaction SMILES: [C:1]([C:3]1[CH:8]=[CH:7][CH:6]=[CH:5][C:4]=1[C:9]1[CH:14]=[CH:13][C:12]([CH3:15])=[CH:11][CH:10]=1)#[N:2].[CH3:16][Sn:17]([N:20]=[N+:21]=[N-:22])([CH3:19])[CH3:18]>C1(C)C=CC=CC=1>[CH3:16][Sn:17]([CH3:19])([CH3:18])[N:20]1[C:1]([C:3]2[CH:8]=[CH:7][CH:6]=[CH:5][C:4]=2[C:9]2[CH:10]=[CH:11][C:12]([CH3:15])=[CH:13][CH:14]=2)=[N:2][N:22]=[N:21]1. Procedure details: A solution of 2-cyano-4'-methylbiphenyl (1.93 g) in toluene (25 mL) was treated with trimethyltin azide (2.65 g) and heated at reflux for 24 hours. The resulting suspension was cooled to 70° C. and filtered. The collected solid was dried at reduced pressure to give the title compound. 1H-NMR (CDCl3) δ 7.5 (m, 4H), 7.0 (q, 4H), 2.3 (s, 3H), 0.4 (s, 9H). Reactants: NC=1C(=NC2=CC=CC=C2C1NCCCC)Cl (3-Amino-4-butylamino-2-chloroquinoline), COCCC(=O)Cl (3-methoxypropionyl chloride). The product is C(CCC)NC1=C(C(=NC2=CC=CC=C12)Cl)NC(CCOC)=O (N-(4-Butylamino-2-chloro-3-quinolinyl)-3-methoxypropanamide). RXN SMILES: [NH2:1][C:2]1[C:3]([Cl:17])=[N:4][C:5]2[C:10]([C:11]=1[NH:12][CH2:13][CH2:14][CH2:15][CH3:16])=[CH:9][CH:8]=[CH:7][CH:6]=2.[CH3:18][O:19][CH2:20][CH2:21][C:22](Cl)=[O:23]>>[CH2:13]([NH:12][C:11]1[C:10]2[C:5](=[CH:6][CH:7]=[CH:8][CH:9]=2)[N:4]=[C:3]([Cl:17])[C:2]=1[NH:1][C:22](=[O:23])[CH2:21][CH2:20][O:19][CH3:18])[CH2:14][CH2:15][CH3:16]. Procedure details: Using the general method of Example 110, 3-amino-4-butylamino-2-chloroquinoline (10 g, 0.04 mole, Example 113) was reacted with 3-methoxypropionyl chloride to provide 10.3 g of the desired product as a yellow solid. Starting materials: C(C1=CC=CC=C1)N(C1=C(C=C(C=C1)C(C(=O)N1CCCC1)(CN(C(=O)CC(=O)OC)C)C)[N+](=O)[O-])C (2-[4-(N-benzyl-methyl-amino)-3-nitro-phenyl]-2-methyl-3-(N-methoxycarbonylmethylcarbonyl-methylamino)-1-pyrrolidin-1-yl-propan-1-one). The reagents and catalysts are [H][H].[Pd] (hydrogen palladium on activated charcoal). Yields the product CNC1=C(C=C(C=C1)C(C(=O)N1CCCC1)(CN(C(=O)CC(=O)OC)C)C)N (2-(4-methylamino-3-amino-phenyl)-2-methyl-3-(N-methoxycarbonylmethylcarbonyl-methylamino)-1-pyrrolidin-1-yl-propan-1-one). As a reaction SMILES: [CH2:1]([N:8](C)[C:9]1[CH:14]=[CH:13][C:12]([C:15]([CH3:33])([CH2:23][N:24]([CH3:32])[C:25]([CH2:27][C:28]([O:30][CH3:31])=[O:29])=[O:26])[C:16]([N:18]2[CH2:22][CH2:21][CH2:20][CH2:19]2)=[O:17])=[CH:11][C:10]=1[N+:34]([O-])=O)C1C=CC=CC=1>[H][H].[Pd]>[CH3:1][NH:8][C:9]1[CH:14]=[CH:13][C:12]([C:15]([CH3:33])([CH2:23][N:24]([CH3:32])[C:25]([CH2:27][C:28]([O:30][CH3:31])=[O:29])=[O:26])[C:16]([N:18]2[CH2:22][CH2:21][CH2:20][CH2:19]2)=[O:17])=[CH:11][C:10]=1[NH2:34] |f:1.2|. Reported procedure: Prepared analogously to Example 1d from 2-[4-(N-benzyl-methyl-amino)-3-nitro-phenyl]-2-methyl-3-(N-methoxycarbonylmethylcarbonyl-methylamino)-1-pyrrolidin-1-yl-propan-1-one and hydrogen/palladium on activated charcoal. The reactants are BrCC1OCC2=C(O1)C=C(C=C2)S(=O)(=O)C (2-(bromomethyl)-7-(methylsulfonyl)-4H-1,3-benzodioxine), ( 5 ), ( 3 ), CNCC (N-methylethanamine), ( 4 ). Solvent: CCO (EtOH). Product: CN(CC)CC1OCC2=C(O1)C=C(C=C2)S(=O)(=O)C (N-METHYL-N-{[7-(METHYLSULFONYL)-4H-1,3-BENZODIOXIN-2-YL]METHYL}ETHANAMINE). As a reaction SMILES: Br[CH2:2][CH:3]1[O:8][C:7]2[CH:9]=[C:10]([S:13]([CH3:16])(=[O:15])=[O:14])[CH:11]=[CH:12][C:6]=2[CH2:5][O:4]1.[CH3:17][NH:18][CH2:19][CH3:20]>CCO>[CH3:17][N:18]([CH2:2][CH:3]1[O:8][C:7]2[CH:9]=[C:10]([S:13]([CH3:16])(=[O:15])=[O:14])[CH:11]=[CH:12][C:6]=2[CH2:5][O:4]1)[CH2:19][CH3:20]. Procedure: Preparation according to Example 22 using 2-(bromomethyl)-7-(methylsulfonyl)-4H-1,3-benzodioxine (30 mg, 0.10 mmol), N-methylethanamine (0.50 ml, 5.8 mmol) and EtOH (1.0 ml). MS m/z (rel. intensity, 70 eV) 285 (M+, 1), 77 (4), 73 (5), 72 (bp), 51 (3). Reactants: ClC1=NC=NC2=CC(=C(C=C12)OC)OC (4-chloro-6,7-dimethoxyquinazoline), C(C)(C)(C)C1=CC(=C([Se]1)C(=O)N)O (5-tert-butyl-3-hydroxyselenophene-2-carboxamide), [OH-].[Na+] (NaOH), Cl (HCl). Run in CN(C)C=O (DMF), O (water). Conditions: time 3 hour. Yields the product COC=1C=C2C(=NC=NC2=CC1OC)OC1=C([Se]C(=C1)C(C)(C)C)C(=O)N (3-(6,7-dimethoxyquinazolin-4-yloxy)-5-tert-butylselenophene-2-carboxamide). Isolated yield 63.4%. Reaction SMILES: Cl[C:2]1[C:11]2[C:6](=[CH:7][C:8]([O:14][CH3:15])=[C:9]([O:12][CH3:13])[CH:10]=2)[N:5]=[CH:4][N:3]=1.[C:16]([C:20]1[Se:24][C:23]([C:25]([NH2:27])=[O:26])=[C:22]([OH:28])[CH:21]=1)([CH3:19])([CH3:18])[CH3:17].[OH-].[Na+].Cl>CN(C=O)C.O>[CH3:13][O:12][C:9]1[CH:10]=[C:11]2[C:6](=[CH:7][C:8]=1[O:14][CH3:15])[N:5]=[CH:4][N:3]=[C:2]2[O:28][C:22]1[CH:21]=[C:20]([C:16]([CH3:19])([CH3:17])[CH3:18])[Se:24][C:23]=1[C:25]([NH2:27])=[O:26] |f:2.3|. Reported procedure: To a solution of 4-chloro-6,7-dimethoxyquinazoline (200 mg, 0.89 mmol) in DMF (5 mL) was added sequentially 5-tert-butyl-3-hydroxyselenophene-2-carboxamide (220 mg, 0.89 mmol), powdered NaOH (147 mg, 3.568 mmol) and catalytic amount of KI at rt and the mixture was stirred at rt for 3 h. The mixture was poured into ice cooled water, neutralized with dil. HCl and stirred for 15 min. The precipitated solid was filtered, washed with water and dried. The crude product was chromatographed over silica ... Starting materials: FC(S(=O)(=O)OC=1C(=CC(=C2C=CC=NC12)Cl)C(=O)N(C)OC)(F)F (5-chloro-7-{[methoxy(methyl)amino]carbonyl}quinolin-8-yl trifluoromethanesulfonate), COC[C@@H]1NCCC1 ((2R)-2-(methoxymethyl)pyrrolidine), C([O-])([O-])=O.[Cs+].[Cs+] (cesium carbonate). The reagents and catalysts are C(C)(=O)[O-].[Pd+2].C(C)(=O)[O-] (palladium acetate), C1(=CC=CC=C1)P(C1=C(C2=CC=CC=C2C=C1)C1=C(C=CC2=CC=CC=C12)P(C1=CC=CC=C1)C1=CC=CC=C1)C1=CC=CC=C1 (2,2′-bis(diphenylphosphino)-1,1′-binaphthyl). The solvent is O1CCCC1 (tetrahydrofuran), ClCCl (dichloromethane). Reaction conditions: temperature 65 celsius. Product: ClC1=C2C=CC=NC2=C(C(=C1)C(=O)N(C)OC)N1[C@H](CCC1)COC (5-chloro-N-methoxy-8-[(2R)-2-(methoxymethyl)pyrrolidin-1-yl]-N-methylquinoline-7-carboxamide). Yield: 96.5%. RXN SMILES: FC(F)(F)S(O[C:7]1[C:8]([C:18]([N:20]([O:22][CH3:23])[CH3:21])=[O:19])=[CH:9][C:10]([Cl:17])=[C:11]2[C:16]=1[N:15]=[CH:14][CH:13]=[CH:12]2)(=O)=O.[CH3:26][O:27][CH2:28][C@H:29]1[CH2:33][CH2:32][CH2:31][NH:30]1.C(=O)([O-])[O-].[Cs+].[Cs+]>O1CCCC1.ClCCl.C([O-])(=O)C.[Pd+2].C([O-])(=O)C.C1(P(C2C=CC=CC=2)C2C=CC3C(=CC=CC=3)C=2C2C3C(=CC=CC=3)C=CC=2P(C2C=CC=CC=2)C2C=CC=CC=2)C=CC=CC=1>[Cl:17][C:10]1[CH:9]=[C:8]([C:18]([N:20]([O:22][CH3:23])[CH3:21])=[O:19])[C:7]([N:30]2[CH2:31][CH2:32][CH2:33][C@@H:29]2[CH2:28][O:27][CH3:26])=[C:16]2[C:11]=1[CH:12]=[CH:13][CH:14]=[N:15]2 |f:2.3.4,7.8.9|. Procedure: A stirred mixture of 5-chloro-7-{[methoxy(methyl)amino]carbonyl}quinolin-8-yl trifluoromethanesulfonate (0.150 g, 0.376 mmol), (2R)-2-(methoxymethyl)pyrrolidine (0.0521 g, 0.452 mmol, Fluka), palladium acetate (2 mg, 0.008 mmol), 2,2′-bis(diphenylphosphino)-1,1′-binaphthyl (7 mg, 0.01 mmol), and cesium carbonate (0.343 g, 1.05 mmol) in tetrahydrofuran (4 mL) was heated at 65° C. overnight. The mixture was cooled, diluted with dichloromethane, and filtered. The filtrate was washed with brine, dri... Reactants: C1(=CC=CC=C1)S(=O)(=O)C(C1=NC(=NO1)CN)(F)C1CC2=C(NC=3C=CC(=CC23)Cl)C1 ((RS,SR)-C-{5-[benzenesulfonyl-(7-chloro-1,2,3,4-tetrahydro-cyclopenta[b]indol-2-yl)-fluoro-methyl]-[1,2,4]oxadiazol-3-yl}-methylamine), CCN(C(C)C)C(C)C (Huenig's base), C(C1=CC=CC=C1)(=O)Cl (benzoyl chloride). Run in C1CCOC1 (THF). Run at time 2 hour. Product: C1(=CC=CC=C1)S(=O)(=O)C(C1=NC(=NO1)CNC(C1=CC=CC=C1)=O)(F)C1CC2=C(NC=3C=CC(=CC23)Cl)C1 ((RS,SR)-N-{5-[benzenesulfonyl-(7-chloro-1,2,3,4-tetrahydro-cyclopenta[b]indol-2-yl)-fluoro-methyl]-[1,2,4]oxadiazol-3-ylmethyl}-benzamide). The yield is 52.2%. RXN SMILES: [C:1]1([S:7]([C:10]([CH:19]2[CH2:31][C:22]3[NH:23][C:24]4[CH:25]=[CH:26][C:27]([Cl:30])=[CH:28][C:29]=4[C:21]=3[CH2:20]2)([F:18])[C:11]2[O:15][N:14]=[C:13]([CH2:16][NH2:17])[N:12]=2)(=[O:9])=[O:8])[CH:6]=[CH:5][CH:4]=[CH:3][CH:2]=1.CCN(C(C)C)C(C)C.[C:41](Cl)(=[O:48])[C:42]1[CH:47]=[CH:46][CH:45]=[CH:44][CH:43]=1>C1COCC1>[C:1]1([S:7]([C:10]([CH:19]2[CH2:31][C:22]3[NH:23][C:24]4[CH:25]=[CH:26][C:27]([Cl:30])=[CH:28][C:29]=4[C:21]=3[CH2:20]2)([F:18])[C:11]2[O:15][N:14]=[C:13]([CH2:16][NH:17][C:41](=[O:48])[C:42]3[CH:47]=[CH:46][CH:45]=[CH:44][CH:43]=3)[N:12]=2)(=[O:9])=[O:8])[CH:2]=[CH:3][CH:4]=[CH:5][CH:6]=1. Procedure details: To a stirred solution of 44 mg (0.095 mmol) of (RS,SR)-C-{5-[benzenesulfonyl-(7-chloro-1,2,3,4-tetrahydro-cyclopenta[b]indol-2-yl)-fluoro-methyl]-[1,2,4]oxadiazol-3-yl}-methylamine in 5 mL of THF, 19 μL (0.114 mmol, 1.2 eq) of Huenig's base and 11 μL (0.095 mmol, 1 eq) of benzoyl chloride were added at 0° C. After 2 hours, the reaction mixture was quenched by addition of an aqueous solution of NaHCO3 and extracted with CH2Cl2. The combined organic phases were dried over Na2SO4, filtered and evap... The reactants are C1CCOC1, COCn1ccc2ncnc(Oc3ccc(N)cc3F)c21, O=C(Cc1ccccc1)N=C=S. Product: COCn1ccc2ncnc(Oc3ccc(NC(=S)NC(=O)Cc4ccccc4)cc3F)c21. RXN SMILES: [CH2:34]1[O:35][CH2:36][CH2:37][CH2:38]1.[F:1][c:2]1[cH:3][c:4]([NH2:21])[cH:5][cH:6][c:7]1[O:8][c:9]1[c:10]2[c:11]([n:12][cH:13][n:14]1)[cH:15][cH:16][n:17]2[CH2:18][O:19][CH3:20].[c:22]1([CH2:28][C:29](=[O:30])[N:31]=[C:32]=[S:33])[cH:23][cH:24][cH:25][cH:26][cH:27]1>>[F:1][c:2]1[cH:3][c:4]([NH:21][C:32]([NH:31][C:29]([CH2:28][c:22]2[cH:23][cH:24][cH:25][cH:26][cH:27]2)=[O:30])=[S:33])[cH:5][cH:6][c:7]1[O:8][c:9]1[c:10]2[c:11]([n:12][cH:13][n:14]1)[cH:15][cH:16][n:17]2[CH2:18][O:19][CH3:20].